From a dataset of the Open Reaction Database (ORD), a public repository of structured organic reaction records. describe an organic reaction: reactants, conditions, products, and yield Starting materials: BrC1=C(C=CC=C1)CCC(=O)N(NC(C1=CC=CC=C1)=O)C(C)C (benzoic acid N′-[3-(2-bromo-phenyl)-propionyl]-N′-isopropyl-hydrazide), C(=O)([O-])[O-].[Na+].[Na+] (Na2CO3), [N+](=O)([O-])C=1C=C(C=CC1)B(O)O (3-nitro-phenylboronic acid), Pd[PPh3]4. Run in COCCOC (DME). Product: C(C)(C)N(NC(C1=CC=CC=C1)=O)C(CCC1=C(C=CC=C1)C1=CC(=CC=C1)[N+](=O)[O-])=O (Benzoic acid N′-isopropyl-N′-[3-(3′-nitro-biphenyl-2-yl)-propionyl]-hydrazide). Yield: 21.4%. Reaction SMILES: Br[C:2]1[CH:7]=[CH:6][CH:5]=[CH:4][C:3]=1[CH2:8][CH2:9][C:10]([N:12]([CH:22]([CH3:24])[CH3:23])[NH:13][C:14](=[O:21])[C:15]1[CH:20]=[CH:19][CH:18]=[CH:17][CH:16]=1)=[O:11].C([O-])([O-])=O.[Na+].[Na+].[N+:31]([C:34]1[CH:35]=[C:36](B(O)O)[CH:37]=[CH:38][CH:39]=1)([O-:33])=[O:32]>COCCOC>[CH:22]([N:12]([C:10](=[O:11])[CH2:9][CH2:8][C:3]1[CH:4]=[CH:5][CH:6]=[CH:7][C:2]=1[C:38]1[CH:37]=[CH:36][CH:35]=[C:34]([N+:31]([O-:33])=[O:32])[CH:39]=1)[NH:13][C:14](=[O:21])[C:15]1[CH:20]=[CH:19][CH:18]=[CH:17][CH:16]=1)([CH3:24])[CH3:23] |f:1.2.3|. Reported procedure: A solution of benzoic acid N′-[3-(2-bromo-phenyl)-propionyl]-N′-isopropyl-hydrazide (50 mg, 0.13 mmol) in DME (4 ml)/2M Na2CO3 (225 μL, 0.45 mmol) was treated with 3-nitro-phenylboronic acid (43 mg, 0.26 mmol) and Pd[PPh3]4 (15 mg, 0.013 mmol) for 18 hours at 90° C. The reaction mixture was partitioned between water and dichloromethane. The organic layer was washed with brine, dried over sodium sulfate, filtered, and concentrated. The crude was absorbed on silica and purified on a silica gel col... The reactants are COC1=CC=C(C=C1)\C=C\[N+](=O)[O-] ((E)-1-methoxy-4-(2-nitrovinyl)benzene), CO (MeOH), [NH4+].[Cl-] (NH4Cl), [Li]C=1C=CC=CC1 (PhLi). Solvent: C1CCOC1 (THF), [Cl-].[Na+].O (brine). Conditions: time 1.5 hour. The product is COC1=CC=C(C=C1)C(C[N+](=O)[O-])C1=CC=CC=C1 (1-methoxy-4-(2-nitro-1-phenylethyl)benzene). The yield is 68.0%. RXN SMILES: [CH3:1][O:2][C:3]1[CH:8]=[CH:7][C:6](/[CH:9]=[CH:10]/[N+:11]([O-:13])=[O:12])=[CH:5][CH:4]=1.[Li][C:15]1[CH:16]=[CH:17][CH:18]=[CH:19][CH:20]=1.CO.[NH4+].[Cl-]>C1COCC1.[Cl-].[Na+].O>[CH3:1][O:2][C:3]1[CH:4]=[CH:5][C:6]([CH:9]([C:15]2[CH:16]=[CH:17][CH:18]=[CH:19][CH:20]=2)[CH2:10][N+:11]([O-:13])=[O:12])=[CH:7][CH:8]=1 |f:3.4,6.7.8|. Procedure: To a cold (−78° C.), stirred solution of (E)-1-methoxy-4-(2-nitrovinyl)benzene (153 mg, 0.86 mmol) in THF (20 mL) was added PhLi (0.64 mL, 1.6M) under Ar. After 1.5 h, the reaction was treated with MeOH, sat. NH4Cl and brine, and allowed to warm to room temperature. The reaction was extracted with EtOAc (3×), dried (MgSO4), filtered, concentrated then purified on Biotage Horizon to provide the product (150 mg, 68%) as an oil: 1H NMR (400 MHz, CDCl3) δ ppm: 7.32 (2H, t, J=7.20 Hz), 7.19-7.25 (3H,... Reactants: O=Cc1cccc(Br)c1O, O=C([O-])[O-], CI, CN(C)C=O, [Cs+], [Cs+], O. The product is COc1c(Br)cccc1C=O. RXN SMILES: [Br:1][c:2]1[c:3]([OH:10])[c:4]([CH:5]=[O:6])[cH:7][cH:8][cH:9]1.[C:11](=[O:12])([O-:13])[O-:14].[CH3:17][I:18].[CH3:20][N:21]([CH3:22])[CH:23]=[O:24].[Cs+:15].[Cs+:16].[OH2:19]>>[Br:1][c:2]1[c:3]([O:10][CH3:11])[c:4]([CH:5]=[O:6])[cH:7][cH:8][cH:9]1. Reactants: C#CCCCC#N, CCOC(C)=O, I[Cu]I, Cc1ccc(-c2c(CNC(=O)OC(C)(C)C)c(CC(C)C)nc3ccc(OS(=O)(=O)C(F)(F)F)cc23)cc1, C1CCOC1. The product is Cc1ccc(-c2c(CNC(=O)OC(C)(C)C)c(CC(C)C)nc3ccc(C#CCCCC#N)cc23)cc1. Reaction SMILES: [C:39]([CH2:40][CH2:41][CH2:42][C:43]#[CH:44])#[N:45].[CH3:51][CH2:52][O:53][C:54](=[O:55])[CH3:56].[Cu:57]([I:58])[I:59].[F:1][C:2]([F:3])([F:4])[S:5]([O:6][c:7]1[cH:8][c:9]2[c:10](-[c:30]3[cH:31][cH:32][c:33]([CH3:36])[cH:34][cH:35]3)[c:11]([CH2:21][NH:22][C:23](=[O:24])[O:25][C:26]([CH3:27])([CH3:28])[CH3:29])[c:12]([CH2:17][CH:18]([CH3:19])[CH3:20])[n:13][c:14]2[cH:15][cH:16]1)(=[O:37])=[O:38].[O:46]1[CH2:47][CH2:48][CH2:49][CH2:50]1>>[c:7]1([C:44]#[C:43][CH2:42][CH2:41][CH2:40][C:39]#[N:45])[cH:8][c:9]2[c:10](-[c:30]3[cH:31][cH:32][c:33]([CH3:36])[cH:34][cH:35]3)[c:11]([CH2:21][NH:22][C:23](=[O:24])[O:25][C:26]([CH3:27])([CH3:28])[CH3:29])[c:12]([CH2:17][CH:18]([CH3:19])[CH3:20])[n:13][c:14]2[cH:15][cH:16]1. The reactants are CN(CCCO)C (3-dimethylaminopropanol), CN(CCCNC(=O)C1=CC=C(C=C1)/C=C/C=1C=C2C=NNC(C2=CC1)=O)C (Trans-6-[2-[4-[3-Dimethylaminopropyl]aminocarbonylphenyl]ethenyl]-1(2H)-phthalazinone), CCOCC (ether). Run in C1CCOC1 (THF). The product is CN(CCCOC(=O)C1=CC=C(C=C1)/C=C/C=1C=C2C=NNC(C2=CC1)=O)C (Trans-6-[2-[4-[3-Dimethylaminopropoxy]carbonylphenyl]ethenyl]-1(2H)-phthalazinone). RXN SMILES: CN(C)CCCN[C:7]([C:9]1[CH:14]=[CH:13][C:12](/[CH:15]=[CH:16]/[C:17]2[CH:18]=[C:19]3[C:24](=[CH:25][CH:26]=2)[C:23](=[O:27])[NH:22][N:21]=[CH:20]3)=[CH:11][CH:10]=1)=[O:8].[CH3:29][N:30]([CH3:35])[CH2:31][CH2:32][CH2:33][OH:34].CCOCC>C1COCC1>[CH3:29][N:30]([CH3:35])[CH2:31][CH2:32][CH2:33][O:34][C:7]([C:9]1[CH:10]=[CH:11][C:12](/[CH:15]=[CH:16]/[C:17]2[CH:18]=[C:19]3[C:24](=[CH:25][CH:26]=2)[C:23](=[O:27])[NH:22][N:21]=[CH:20]3)=[CH:13][CH:14]=1)=[O:8]. Reported procedure: The acid chloride (25 g) of Example 29 above was dissolved in THF (1250 ml) and 3-dimethylaminopropanol (250 ml) was added dropwise. After stirring overnight at room temperature ether (2 l) was added and the resulting precipitate was filtered. The crude ester (13.6 g) was purified via the hydrochloride salt, mp 288° C.